From a dataset of the Open Reaction Database (ORD), a public repository of structured organic reaction records. describe an organic reaction: reactants, conditions, products, and yield As a reaction SMILES: [CH3:1][S:2](=[O:3])(=[O:4])[c:5]1[c:6]([C:7](=[O:8])[O:9][CH3:10])[cH:11][cH:12][cH:13][c:14]1[S:15][c:16]1[cH:17][cH:18][cH:19][cH:20][cH:21]1.[CH3:22][CH2:23][OH:24].[Na+:26].[OH-:25].[OH2:27]>>[CH3:1][S:2](=[O:3])(=[O:4])[c:5]1[c:6]([C:7](=[O:8])[OH:9])[cH:11][cH:12][cH:13][c:14]1[S:15][c:16]1[cH:17][cH:18][cH:19][cH:20][cH:21]1. Product: CS(=O)(=O)c1c(Sc2ccccc2)cccc1C(=O)O. Reactants: COC(=O)c1cccc(Sc2ccccc2)c1S(C)(=O)=O, CCO, [Na+], [OH-], O. The reactants are ClC1=C(C=CC=C1)I (2-chloro-1-iodobenzene), C(=O)C1=CC=C(S1)B(O)O (5-formyl-2-thiophene boronic acid), C1=CC=C(C=C1)P(C2=CC=CC=C2)C3=CC=CC=C3 (Ph3P), C([O-])([O-])=O.[Na+].[Na+] (sodium carbonate). Reagents/catalysts: CC(=O)[O-].CC(=O)[O-].[Pd+2] (Pd(OAc)2). The solvent is COCCOC (DME), C(C)OC(C)=O (ethylacetate). Conditions: time 1 hour. Product: ClC1=C(C=CC=C1)C1=CC=C(S1)C=O (5-(2-chlorophenyl)thiophene-2-aldehyde). As a reaction SMILES: [Cl:1][C:2]1[CH:7]=[CH:6][CH:5]=[CH:4][C:3]=1I.[CH:9]([C:11]1[S:15][C:14](B(O)O)=[CH:13][CH:12]=1)=[O:10].C1C=CC(P(C2C=CC=CC=2)C2C=CC=CC=2)=CC=1.C(=O)([O-])[O-].[Na+].[Na+]>COCCOC.C(OC(=O)C)C.CC([O-])=O.CC([O-])=O.[Pd+2]>[Cl:1][C:2]1[CH:7]=[CH:6][CH:5]=[CH:4][C:3]=1[C:14]1[S:15][C:11]([CH:9]=[O:10])=[CH:12][CH:13]=1 |f:3.4.5,8.9.10|. Reported procedure: To a solution of 2-chloro-1-iodobenzene (0.25 mL) and 5-formyl-2-thiophene boronic acid (0.385 g) in DME (8 mL) were added Pd(OAc)2 (0.009 g) and Ph3P (0.021 g) followed by 2M sodium carbonate (1 mL). The mixture was stirred at rt for 1 h. The reaction was diluted with ethylacetate (20 mL) and washed with water and brine, and then dried (sodium sulfate). The crude product was purified by flash-chromatography using EtOAc-hexanes (1:5) to give the desired 5-(2-chlorophenyl)thiophene-2-aldehyde as ...